This data is from the Open Reaction Database (ORD), a public repository of structured organic reaction records. The task is: describe an organic reaction: reactants, conditions, products, and yield Starting materials: CCCCNc1nc(C(F)(F)F)ccc1C=CC(=O)O, Cl, Cc1cc(CN)cc(F)c1NS(C)(=O)=O. The product is CCCCNc1nc(C(F)(F)F)ccc1C=CC(=O)NCc1cc(C)c(NS(C)(=O)=O)c(F)c1. RXN SMILES: [CH2:17]([CH2:18][CH2:19][CH3:20])[NH:21][c:22]1[n:23][c:24]([C:33]([F:34])([F:35])[F:36])[cH:25][cH:26][c:27]1[CH:28]=[CH:29][C:30](=[O:31])[OH:32].[ClH:16].[NH2:1][CH2:2][c:3]1[cH:4][c:5]([F:15])[c:6]([NH:10][S:11](=[O:12])(=[O:13])[CH3:14])[c:7]([CH3:9])[cH:8]1>>[NH:1]([CH2:2][c:3]1[cH:4][c:5]([F:15])[c:6]([NH:10][S:11](=[O:12])(=[O:13])[CH3:14])[c:7]([CH3:9])[cH:8]1)[C:30]([CH:29]=[CH:28][c:27]1[c:22]([NH:21][CH2:17][CH2:18][CH2:19][CH3:20])[n:23][c:24]([C:33]([F:34])([F:35])[F:36])[cH:25][cH:26]1)=[O:31]. Starting materials: FC(C1=CC(=NC=2N1N=CC2C(=O)O)C2=CC=C(C=C2)C(F)(F)F)(F)F (7-trifluoromethyl-5-(4-trifluoromethyl-phenyl)-pyrazolo[1,5-a]pyrimidine-3-carboxylic acid), NC1=NC=CC(=C1)C(=N)NO (2-amino-N-hydroxy-pyridine-4-carboxamidine). The product is FC(C1=CC(=NC=2N1N=CC2C2=NC(=NO2)C2=CC(=NC=C2)N)C2=CC=C(C=C2)C(F)(F)F)(F)F (4-{5-[7-Trifluoromethyl-5-(4-trifluoromethyl-phenyl)-pyrazolo[1,5-a]pyrimidin-3-yl]-[1,2,4]oxadiazol-3-yl}-pyridin-2-ylamine). As a reaction SMILES: [F:1][C:2]([F:26])([F:25])[C:3]1[N:8]2[N:9]=[CH:10][C:11]([C:12](O)=O)=[C:7]2[N:6]=[C:5]([C:15]2[CH:20]=[CH:19][C:18]([C:21]([F:24])([F:23])[F:22])=[CH:17][CH:16]=2)[CH:4]=1.[NH2:27][C:28]1[CH:33]=[C:32]([C:34]([NH:36][OH:37])=[NH:35])[CH:31]=[CH:30][N:29]=1>>[F:26][C:2]([F:1])([F:25])[C:3]1[N:8]2[N:9]=[CH:10][C:11]([C:12]3[O:37][N:36]=[C:34]([C:32]4[CH:31]=[CH:30][N:29]=[C:28]([NH2:27])[CH:33]=4)[N:35]=3)=[C:7]2[N:6]=[C:5]([C:15]2[CH:16]=[CH:17][C:18]([C:21]([F:24])([F:23])[F:22])=[CH:19][CH:20]=2)[CH:4]=1. Procedure: The title compound was prepared from 7-trifluoromethyl-5-(4-trifluoromethyl-phenyl)-pyrazolo[1,5-a]pyrimidine-3-carboxylic acid (example C.2) (188 mg, 0.5 mmol) and 2-amino-N-hydroxy-pyridine-4-carboxamidine (example B.6) (114 mg, 0.75 mmol) according to general procedure II. Obtained after purification by flash chromatography on silica gel (ethyl acetate/heptane) and crystallization (dichloromethane/hexane) as a yellow solid (162 mg, 66%). MS (ISP) 492.1 [(M+H)+]; mp 277° C. The reactants are [N+](=O)([O-])C1=CC=C(C=N1)C1=CCN(CC1)C(=O)OC(C)(C)C (tert-Butyl 4-(6-Nitropyridin-3-yl)-5,6-dihydropyridine-1(2H)-carboxylate). Solvent: Cl.O1CCOCC1 (HCl dioxane). Reaction conditions: time 2 hour. The product is [N+](=O)([O-])C1=NC=C(C=C1)C=1CCNCC1 (2-Nitro-5-(1,2,3,6-tetrahydropyridin-4-yl)pyridine). The yield is 73.8%. RXN SMILES: [N+:1]([C:4]1[N:9]=[CH:8][C:7]([C:10]2[CH2:15][CH2:14][N:13](C(OC(C)(C)C)=O)[CH2:12][CH:11]=2)=[CH:6][CH:5]=1)([O-:3])=[O:2]>Cl.O1CCOCC1>[N+:1]([C:4]1[CH:5]=[CH:6][C:7]([C:10]2[CH2:15][CH2:14][NH:13][CH2:12][CH:11]=2)=[CH:8][N:9]=1)([O-:3])=[O:2] |f:1.2|. Procedure: A mixture of tert-butyl 4-(6-nitropyridin-3-yl)-5,6-dihydropyridine-1(2H)-carboxylate 200a (2.0 g, 6.6 mmol) in HCl/dioxane (20 mL, 4M) was stirred at room temperature for 2 hours. It was then evaporated under reduced pressure. The residue was washed with ethyl acetate (3×7 mL) to afford 232a as a yellow solid (1.0 g, 74%). MS-ESI: [M+H]+ 206. The reactants are [H][H] (hydrogen), [H][H] (hydrogen), [OH-].[Na+] (sodium hydroxide), Cl (hydrochloric acid), 27.6, ClC1=CC=C(C2=CC=CC=C12)C(O)C1CCNCC1 (α-(4-chloro-1-naphthyl)-4-piperidinemethanol). Reagents/catalysts: [Rh] (rhodium/carbon). The solvent is C(C)O (ethanol). Yields the product Cl.ClC1=CC=C(C2=CC=CC=C12)CC1CCNCC1 (4-[(4-chloro-1-naphthyl)methyl]piperidine hydrochloride). As a reaction SMILES: Cl.[Cl:2][C:3]1[C:12]2[C:7](=[CH:8][CH:9]=[CH:10][CH:11]=2)[C:6]([CH:13]([CH:15]2[CH2:20][CH2:19][NH:18][CH2:17][CH2:16]2)O)=[CH:5][CH:4]=1.[OH-].[Na+].[H][H]>[Rh].C(O)C>[ClH:2].[Cl:2][C:3]1[C:12]2[C:7](=[CH:8][CH:9]=[CH:10][CH:11]=2)[C:6]([CH2:13][CH:15]2[CH2:16][CH2:17][NH:18][CH2:19][CH2:20]2)=[CH:5][CH:4]=1 |f:2.3,7.8|. Reported procedure: To 250 ml of 6N hydrochloric acid is added 27.6 (0.1 mole) of α-(4-chloro-1-naphthyl)-4-piperidinemethanol and enough 95% ethanol to form a clear solution. The solution is refluxed for 18 hours, cooled, and made basic with 10% sodium hydroxide, extracted into toluene, and the organic phase washed with brine, dried over MgSO4, and concentrated in vacuo. The residue is dissolved in acetic acid and shaken with hydrogen gas in a Parr apparatus in the presence of 0.5 g of rhodium/carbon at room tempe... Yield: 82.0%. The reactants are ClC1=CC=C(C=C1)C1=CC(=NO1)C(=O)OCC (ethyl 5-(4-chlorophenyl)isoxazole-3-carboxylate), ClN1C(CCC1=O)=O (N-chlorosuccinimide). Solvent: C(C)(=O)O (acetic acid). Product: ClC=1C(=NOC1C1=CC=C(C=C1)Cl)C(=O)OCC (ethyl 4-chloro-5-(4-chlorophenyl)isoxazole-3-carboxylate). Procedure: A mixture of ethyl 5-(4-chlorophenyl)isoxazole-3-carboxylate (250 mg, 1.0 mmol) and N-chlorosuccinimide (267 mg, 2.0 mmol) in acetic acid (5 mL) was heated to reflux for 3 days. The reaction mixture was then allowed to cool to room temperature, poured over ice and the resulting pale yellow solid was collected, washed with portions of water, and dried to obtain ethyl 4-chloro-5-(4-chlorophenyl)isoxazole-3-carboxylate (234 mg, 0.82 mmol). Reaction SMILES: [Cl:1][C:2]1[CH:7]=[CH:6][C:5]([C:8]2[O:12][N:11]=[C:10]([C:13]([O:15][CH2:16][CH3:17])=[O:14])[CH:9]=2)=[CH:4][CH:3]=1.[Cl:18]N1C(=O)CCC1=O>C(O)(=O)C>[Cl:18][C:9]1[C:10]([C:13]([O:15][CH2:16][CH3:17])=[O:14])=[N:11][O:12][C:8]=1[C:5]1[CH:4]=[CH:3][C:2]([Cl:1])=[CH:7][CH:6]=1. The reactants are C(C1=CC=CC=C1)(=O)OC(C(C(C)(C)C)=O)CC (1-ethyl-3,3-dimethyl-2-oxobutyl benzoate), NC(=S)N (thiourea). Solvent: CN(C=O)C (dimethylformamide). Reaction conditions: temperature 160 celsius. Yields the product C1(=CC=CC=C1)C=1OC(=C(N1)C(C)(C)C)CC (2-phenyl-4-(tert-butyl)-5-ethyloxazole). RXN SMILES: [C:1]([O:9][CH:10]([CH2:17][CH3:18])[C:11](=O)[C:12]([CH3:15])([CH3:14])[CH3:13])(=O)[C:2]1[CH:7]=[CH:6][CH:5]=[CH:4][CH:3]=1.[NH2:19]C(N)=S>CN(C)C=O>[C:2]1([C:1]2[O:9][C:10]([CH2:17][CH3:18])=[C:11]([C:12]([CH3:15])([CH3:14])[CH3:13])[N:19]=2)[CH:7]=[CH:6][CH:5]=[CH:4][CH:3]=1. Procedure: 0.31 g of 1-ethyl-3,3-dimethyl-2-oxobutyl benzoate is dissolved in 8 ml of dimethylformamide in a reactor. 0.75 g of thiourea (5 eq.) is subsequently added and the reaction mixture is left to react at reflux (160° C.) for 6 hours. The reaction mixture is extracted with dichloromethane and then washed 3 times with water, dried over anhydrous sodium sulphate, filtered and finally brought to dryness under vacuum. The product is ClCCOc1cccc2[nH]ccc12. Reactants: C1CCOC1, Oc1cccc2[nH]ccc12, OCCCl, c1ccc(P(c2ccccc2)c2ccccc2)cc1. Reaction SMILES: [CH2:34]1[O:35][CH2:36][CH2:37][CH2:38]1.[OH:1][c:2]1[c:3]2[cH:4][cH:5][nH:6][c:7]2[cH:8][cH:9][cH:10]1.[OH:30][CH2:31][CH2:32][Cl:33].[c:11]1([P:12]([c:13]2[cH:14][cH:15][cH:16][cH:17][cH:18]2)[c:19]2[cH:20][cH:21][cH:22][cH:23][cH:24]2)[cH:25][cH:26][cH:27][cH:28][cH:29]1>>[O:1]([c:2]1[c:3]2[cH:4][cH:5][nH:6][c:7]2[cH:8][cH:9][cH:10]1)[CH2:31][CH2:32][Cl:33].